Dataset: the Open Reaction Database (ORD), a public repository of structured organic reaction records. Task: describe an organic reaction: reactants, conditions, products, and yield Reactants: CS(=O)(=O)Cl (Methanesulphonyl chloride), NC=1C=C2C=CC(=NC2=CC1)C (6-amino-2-methylquinoline). The solvent is N1=CC=CC=C1 (pyridine). Run at time 17 hour. Product: CS(=O)(=O)NC=1C=C2C=CC(=NC2=CC1)C (6-Methanesulphonamido-2-methylquinoline). Reaction SMILES: [CH3:1][S:2](Cl)(=[O:4])=[O:3].[NH2:6][C:7]1[CH:8]=[C:9]2[C:14](=[CH:15][CH:16]=1)[N:13]=[C:12]([CH3:17])[CH:11]=[CH:10]2>N1C=CC=CC=1>[CH3:1][S:2]([NH:6][C:7]1[CH:8]=[C:9]2[C:14](=[CH:15][CH:16]=1)[N:13]=[C:12]([CH3:17])[CH:11]=[CH:10]2)(=[O:4])=[O:3]. Reported procedure: Methanesulphonyl chloride (6.2 ml) was added dropwise to a stirred solution of 6-amino-2-methylquinoline (12.5 g) in pyridine (100 ml) cooled to 5°. Stirring was continued for 17 hours at room temperature. The pyridine was then removed by evaporation in vacuo, the residue diluted with aqueous sodium bicarbonate, and extracted three times with methylene chloride. The combined organic extracts were combined, dried (MgSO4) and evaporated in vacuo to give the title compound, yield 13.0 g, m.p. 151°-... Starting materials: COc1ccc(Br)cc1, [Li]CCCC, O=C1CCN(Cc2ccccc2)CC1, C1CCOC1, CCCCCC, [Cl-], [NH4+]. The product is COc1ccc(C2(O)CCN(Cc3ccccc3)CC2)cc1. RXN SMILES: [Br:1][c:2]1[cH:3][cH:4][c:5]([O:8][CH3:9])[cH:6][cH:7]1.[CH2:10]([Li:11])[CH2:12][CH2:13][CH3:14].[CH2:15]([c:16]1[cH:17][cH:18][cH:19][cH:20][cH:21]1)[N:22]1[CH2:23][CH2:24][C:25](=[O:28])[CH2:26][CH2:27]1.[CH2:31]1[O:32][CH2:33][CH2:34][CH2:35]1.[CH3:36][CH2:37][CH2:38][CH2:39][CH2:40][CH3:41].[Cl-:29].[NH4+:30]>>[c:2]1([C:25]2([OH:28])[CH2:24][CH2:23][N:22]([CH2:15][c:16]3[cH:17][cH:18][cH:19][cH:20][cH:21]3)[CH2:27][CH2:26]2)[cH:3][cH:4][c:5]([O:8][CH3:9])[cH:6][cH:7]1.